This data is from the Open Reaction Database (ORD), a public repository of structured organic reaction records. The task is: describe an organic reaction: reactants, conditions, products, and yield Starting materials: CN(C1CCOCC1)CC1=CC=C(N)C=C1 (4-[[N-methyl-N-(tetrahydropyran-4-yl)amino]methyl]aniline), CN(C)C=O (DMF), C(CCC)OCCOC1=CC=C(C=C1)C=1C=CC2=C(C=C(CCN2CC=2N=C(SC2)C)C(=O)O)C1 (7-(4-butoxyethoxyphenyl)-1-[(2-methylthiazol-4-yl)methyl]-2,3-dihydro-1-benzazepine-4-carboxylic acid), S(=O)(Cl)Cl (thionyl chloride). The solvent is C(Cl)(Cl)Cl (chloroform), C(C)N(CC)CC (triethylamine), O (water), C(Cl)(Cl)Cl (chloroform). Reaction conditions: time 1 hour. Product: C(CCC)OCCOC1=CC=C(C=C1)C=1C=CC2=C(C=C(CCN2CC=2N=C(SC2)C)C(=O)NC2=CC=C(C=C2)CN(C2CCOCC2)C)C1 (7-(4-butoxyethoxyphenyl)-1-[(2-methylthiazol-4-yl)methyl]-N-[4-[[N-methyl-N-(tetrahydropyran-4-yl)amino]methyl]phenyl]-2,3-dihydro-1-benzazepine-4-carboxamide). Yield: 17.5%. As a reaction SMILES: CN(C=O)C.[CH2:6]([O:10][CH2:11][CH2:12][O:13][C:14]1[CH:19]=[CH:18][C:17]([C:20]2[CH:21]=[CH:22][C:23]3[N:29]([CH2:30][C:31]4[N:32]=[C:33]([CH3:36])[S:34][CH:35]=4)[CH2:28][CH2:27][C:26]([C:37]([OH:39])=O)=[CH:25][C:24]=3[CH:40]=2)=[CH:16][CH:15]=1)[CH2:7][CH2:8][CH3:9].S(Cl)(Cl)=O.[CH3:45][N:46]([CH2:53][C:54]1[CH:60]=[CH:59][C:57]([NH2:58])=[CH:56][CH:55]=1)[CH:47]1[CH2:52][CH2:51][O:50][CH2:49][CH2:48]1>C(Cl)(Cl)Cl.O.C(N(CC)CC)C>[CH2:6]([O:10][CH2:11][CH2:12][O:13][C:14]1[CH:19]=[CH:18][C:17]([C:20]2[CH:21]=[CH:22][C:23]3[N:29]([CH2:30][C:31]4[N:32]=[C:33]([CH3:36])[S:34][CH:35]=4)[CH2:28][CH2:27][C:26]([C:37]([NH:58][C:57]4[CH:59]=[CH:60][C:54]([CH2:53][N:46]([CH3:45])[CH:47]5[CH2:52][CH2:51][O:50][CH2:49][CH2:48]5)=[CH:55][CH:56]=4)=[O:39])=[CH:25][C:24]=3[CH:40]=2)=[CH:16][CH:15]=1)[CH2:7][CH2:8][CH3:9]. Procedure: One droplet of DMF was added to a solution of 7-(4-butoxyethoxyphenyl)-1-[(2-methylthiazol-4-yl)methyl]-2,3-dihydro-1-benzazepine-4-carboxylic acid (150 mg) in chloroform (10 ml). Then, thionyl chloride (47 mg) was added at 0° C., the temperature was returned to room temperature, and the mixture was stirred under nitrogen atmosphere for 1 hour. Then, this solution was added to a solution of 4-[[N-methyl-N-(tetrahydropyran-4-yl)amino]methyl]aniline (87 mg) and triethylamine (800 mg) in chloroform... The reactants are BrCc1ccccc1, O=C([O-])[O-], CC(C)=O, O=[N+]([O-])c1ccc(Cl)c(O)c1, [K+], [K+]. The product is O=[N+]([O-])c1ccc(Cl)c(OCc2ccccc2)c1. As a reaction SMILES: [Br:1][CH2:2][c:3]1[cH:4][cH:5][cH:6][cH:7][cH:8]1.[C:20](=[O:21])([O-:22])[O-:23].[CH3:26][C:27](=[O:28])[CH3:29].[Cl:9][c:10]1[c:11]([OH:19])[cH:12][c:13]([N+:16](=[O:17])[O-:18])[cH:14][cH:15]1.[K+:24].[K+:25]>>[CH2:2]([c:3]1[cH:4][cH:5][cH:6][cH:7][cH:8]1)[O:19][c:11]1[c:10]([Cl:9])[cH:15][cH:14][c:13]([N+:16](=[O:17])[O-:18])[cH:12]1. Starting materials: COC=1C=C2CCNC(C2=C(C1OC)O)CC1=CC=C(C=C1)OC (6,7-dimethoxy-1-(4-methoxybenzyl)-1,2,3,4-tetrahydroisoquinolin-8-ol), CC(C(=O)OC(C(C)(C)C)=O)(C)C (trimethylacetic anhydride). Run in C(Cl)(Cl)Cl (chloroform). Run at time 30 minute. Yields the product C(=O)N1C(C2=C(C(=C(C=C2CC1)OC)OC)O)CC1=CC=C(C=C1)OC (2-formyl-6,7-dimethoxy-1-(4-methoxybenzyl)-1,2,3,4-tetrahydroisoquinolin-8-ol). Yield: 91.0%. Reaction SMILES: [CH3:1][O:2][C:3]1[CH:4]=[C:5]2[C:10](=[C:11]([OH:15])[C:12]=1[O:13][CH3:14])[CH:9]([CH2:16][C:17]1[CH:22]=[CH:21][C:20]([O:23][CH3:24])=[CH:19][CH:18]=1)[NH:8][CH2:7][CH2:6]2.CC(C)(C)[C:27](OC(=O)C(C)(C)C)=[O:28]>C(Cl)(Cl)Cl>[CH:27]([N:8]1[CH2:7][CH2:6][C:5]2[C:10](=[C:11]([OH:15])[C:12]([O:13][CH3:14])=[C:3]([O:2][CH3:1])[CH:4]=2)[CH:9]1[CH2:16][C:17]1[CH:18]=[CH:19][C:20]([O:23][CH3:24])=[CH:21][CH:22]=1)=[O:28]. Procedure details: To a suspension of 6,7-dimethoxy-1-(4-methoxybenzyl)-1,2,3,4-tetrahydroisoquinolin-8-ol (2.26 g, 6.86 mmole) in chloroform (60 ml) was added formic trimethylacetic anhydride (1.16 g, 8.91 mmole) at 0° C. The mixture was stirred for 30 minutes and concentrated under reduced pressure. The residue was recrystallized from ethyl acetate-hexane to give intermediate 1 (2.23 g) as colorless crystals. Procedure details: To a solution of anhydrous 1-(7-chloroquinazolin-4-yl)-5-methoxy-2-methylindol-3-ylacetic acid (1.0g.) in ethanol-free chloroform (30 ml; dried over calcium chloride) was added a solution of thionyl chloride (0.19 ml.) in chloroform (2ml). The resulting dark red solution was stirred at room temperature for 30 mins., and then methanol (20 ml.) was added. The mixture was heated under reflux for 30 mins., saturated sodium acetate solution (2 ml.) was added, and the mixture was concentrated in vacuo... RXN SMILES: [Cl:1][C:2]1[CH:11]=[C:10]2[C:5]([C:6]([N:12]3[C:20]4[C:15](=[CH:16][C:17]([O:21][CH3:22])=[CH:18][CH:19]=4)[C:14]([CH2:23][C:24]([OH:26])=[O:25])=[C:13]3[CH3:27])=[N:7][CH:8]=[N:9]2)=[CH:4][CH:3]=1.S(Cl)(Cl)=O.CO.[C:34]([O-])(=O)C.[Na+]>C(O)C.C(Cl)(Cl)Cl>[Cl:1][C:2]1[CH:11]=[C:10]2[C:5]([C:6]([N:12]3[C:20]4[C:15](=[CH:16][C:17]([O:21][CH3:22])=[CH:18][CH:19]=4)[C:14]([CH2:23][C:24]([O:26][CH3:34])=[O:25])=[C:13]3[CH3:27])=[N:7][CH:8]=[N:9]2)=[CH:4][CH:3]=1 |f:3.4|. Solvent: C(C)O (ethanol), C(Cl)(Cl)Cl (chloroform). Conditions: time 30 minute. Starting materials: ClC1=CC=C2C(=NC=NC2=C1)N1C(=C(C2=CC(=CC=C12)OC)CC(=O)O)C (1-(7-chloroquinazolin-4-yl)-5-methoxy-2-methylindol-3-ylacetic acid), S(=O)(Cl)Cl (thionyl chloride), C(C)(=O)[O-].[Na+] (sodium acetate), CO (methanol). Yields the product ClC1=CC=C2C(=NC=NC2=C1)N1C(=C(C2=CC(=CC=C12)OC)CC(=O)OC)C (methyl 1-(7-chloroquinazolin-4-yl)-5-methoxy-2-methylindol-3-ylacetate). The reactants are ice, C(C)(C)C(C(=O)OCC)C(=O)OCC (diethyl isopropylmalonate), [H-].[Na+] (sodium hydride), O=S(Cl)Cl (SOCl2), Cl (HCl), BrC1=C(CBr)C=CC=C1 (2-bromobenzylbromide), [Al+3].[Cl-].[Cl-].[Cl-] (AlCl3). The solvent is C1CCOC1 (THF), ClCCl (dichloromethane), ClCCl (dichloromethane). Yields the product BrC1=C2CC(C(C2=CC=C1)=O)C(C)C (4-Bromo-2-isopropylindan-1-one). Reaction SMILES: [CH:1]([CH:4]([C:10](OCC)=O)[C:5]([O:7]CC)=O)([CH3:3])[CH3:2].[H-].[Na+].[Br:17][C:18]1[CH:25]=[CH:24][CH:23]=[CH:22][C:19]=1CBr.O=S(Cl)Cl.[Al+3].[Cl-].[Cl-].[Cl-].Cl>C1COCC1.ClCCl>[Br:17][C:18]1[CH:25]=[CH:24][CH:23]=[C:22]2[C:19]=1[CH2:10][CH:4]([CH:1]([CH3:2])[CH3:3])[C:5]2=[O:7] |f:1.2,5.6.7.8|. Procedure details: To a solution of 99.1 g (0.49 mol) of diethyl isopropylmalonate in 500 ml of THF, 11.7 g (0.49 mol) of sodium hydride was added. This mixture was refluxed for 1 h and then cooled to room temperature. Next, 120 g (0.49 mol) of 2-bromobenzylbromide was added, and the resulting mixture was refluxed for 3 h. This mixture was cooled to ambient temperature and filtered through a glass frit (G2). The precipitate (NaBr) was additionally washed with 3×100 ml of THF. The combined filtrate was evaporated t... The reactants are C(CCCCC)C1=NC(=NC=C1)C1=CC=C(C(=O)N)C=C1 (4-(4-n-hexylpyrimid-2-yl)benzoic acid amide), C(CCl)Cl (ethylene chloride), P(=O)(Cl)(Cl)Cl (phosphorus oxychloride). Solvent: CCOCC (ether). Yields the product C(CCCCC)C=1C=NC(=NC1)C1=CC=C(C=C1)C#N (5-n-hexyl-2-(4-cyanophenyl)pyrimidine). As a reaction SMILES: C([C:7]1[CH:12]=[CH:11][N:10]=[C:9]([C:13]2[CH:21]=[CH:20][C:16]([C:17]([NH2:19])=O)=[CH:15][CH:14]=2)[N:8]=1)CCCCC.[CH2:22](Cl)[CH2:23]Cl.P(Cl)(Cl)(Cl)=O>CCOCC>[CH2:9]([C:12]1[CH:11]=[N:10][C:9]([C:13]2[CH:14]=[CH:15][C:16]([C:17]#[N:19])=[CH:20][CH:21]=2)=[N:8][CH:7]=1)[CH2:13][CH2:14][CH2:15][CH2:22][CH3:23]. Procedure details: 15.58 g. of 4-(4-n-hexylpyrimid-2-yl)benzoic acid amide are left in a mixture of 350 ml. of ethylene chloride and 5.58 ml. of phosphorus oxychloride for 90 minutes under reflux, with stirring. The reaction mixture, diluted with ether, is washed with 2N sodium hydroxide solution and then with water until neutral. After evaporation of the organic phase, drying over sodium sulfate, 14.6 g. of 5-n-hexyl-2-(4-cyanophenyl)pyrimidine result, which are distilled in high vacuum, m.p. 53.5° - 54.5°; cl.p.... Starting materials: FC(C(=O)O)(F)F.N1C[C@H](CC1)S(=O)(=O)C1=CC=C(C=C1)O ((S)-4-(pyrrolidine-3-sulfonyl)-phenol trifluoroacetic acid salt), FC(COS(=O)(=O)C1=CC=C(C=C1)C)CCC1=CC=CC=C1 ((RS)-toluene-4-sulfonic acid 2-fluoro-4-phenyl-butyl ester). Product: F[C@H](CN1C[C@H](CC1)S(=O)(=O)C1=CC=C(C=C1)O)CCC1=CC=CC=C1 ((2S,3S)-4-[1-(2-Fluoro-4-phenyl-butyl)-pyrrolidine-3-sulfonyl]-phenol). As a reaction SMILES: FC(F)(F)C(O)=O.[NH:8]1[CH2:12][CH2:11][C@H:10]([S:13]([C:16]2[CH:21]=[CH:20][C:19]([OH:22])=[CH:18][CH:17]=2)(=[O:15])=[O:14])[CH2:9]1.[F:23][CH:24]([CH2:37][CH2:38][C:39]1[CH:44]=[CH:43][CH:42]=[CH:41][CH:40]=1)[CH2:25]OS(C1C=CC(C)=CC=1)(=O)=O>>[F:23][C@@H:24]([CH2:37][CH2:38][C:39]1[CH:44]=[CH:43][CH:42]=[CH:41][CH:40]=1)[CH2:25][N:8]1[CH2:12][CH2:11][C@H:10]([S:13]([C:16]2[CH:21]=[CH:20][C:19]([OH:22])=[CH:18][CH:17]=2)(=[O:15])=[O:14])[CH2:9]1 |f:0.1|. Procedure details: The title compound, MS: m/e=378.3 (M+H+) was prepared from (S)-4-(pyrrolidine-3-sulfonyl)-phenol trifluoroacetic acid salt and (RS)-toluene-4-sulfonic acid 2-fluoro-4-phenyl-butyl ester. The reactants are CC(=O)OC1CC2=CC=C3C4CCC(C(C)C(=O)O)C4(C)CCC3C2(C)C(OC(C)=O)C1, COC(=O)OC1CC2=CC=C3C4CCC(C(C)C(=O)O)C4(C)CCC3C2(C)C(OC(=O)OC)C1. The product is COC(=O)C(C)C1CCC2C3=CC=C4CC(OC(C)=O)CC(OC(C)=O)C4(C)C3CCC21C. As a reaction SMILES: [C:1]([CH3:2])(=[O:3])[O:4][CH:5]1[CH2:6][CH:7]([O:29][C:30]([CH3:31])=[O:32])[CH2:8][C:9]2=[CH:10][CH:11]=[C:12]3[CH:13]4[CH2:14][CH2:15][CH:16]([CH:17]([CH3:18])[C:19](=[O:20])[OH:21])[C:22]4([CH3:28])[CH2:23][CH2:24][CH:25]3[C:26]12[CH3:27].[CH3:33][O:34][C:35]([O:36][CH:37]1[C:38]2([CH3:39])[C:40](=[CH:41][CH:42]=[C:43]3[CH:44]2[CH2:45][CH2:46][C:47]2([CH3:48])[CH:49]3[CH2:50][CH2:51][CH:52]2[CH:53]([C:54]([OH:55])=[O:56])[CH3:57])[CH2:58][CH:59]([O:60][C:61]([O:62][CH3:63])=[O:64])[CH2:65]1)=[O:66]>>[C:1]([CH3:2])(=[O:3])[O:4][CH:5]1[CH2:6][CH:7]([O:29][C:30]([CH3:31])=[O:32])[CH2:8][C:9]2=[CH:10][CH:11]=[C:12]3[CH:13]4[CH2:14][CH2:15][CH:16]([CH:17]([CH3:18])[C:19](=[O:20])[O:21][CH3:33])[C:22]4([CH3:28])[CH2:23][CH2:24][CH:25]3[C:26]12[CH3:27]. Reactants: C(C)(C)(C)OC(=O)N1CCC(CC1)OC1=CC2=C(CCN(CC2)C2CCCC2)C=C1 (4-(3-Cyclopentyl-2,3,4,5-tetrahydro-1H-benzo[d]azepin-7-yloxy)-piperidine-1-carboxylic acid-tert-butyl ester), FC(C(=O)O)(F)F (trifluoroacetic acid). The solvent is ClCCl (dichloromethane). Reaction conditions: time 1 hour. Product: C1(CCCC1)N1CCC2=C(CC1)C=C(C=C2)OC2CCNCC2 (3-Cyclopentyl-7-(piperidin-4-yloxy)-2,3,4,5-tetrahydro-1H-benzo[d]azepine). RXN SMILES: C(OC([N:8]1[CH2:13][CH2:12][CH:11]([O:14][C:15]2[CH:30]=[CH:29][C:18]3[CH2:19][CH2:20][N:21]([CH:24]4[CH2:28][CH2:27][CH2:26][CH2:25]4)[CH2:22][CH2:23][C:17]=3[CH:16]=2)[CH2:10][CH2:9]1)=O)(C)(C)C.FC(F)(F)C(O)=O>ClCCl>[CH:24]1([N:21]2[CH2:22][CH2:23][C:17]3[CH:16]=[C:15]([O:14][CH:11]4[CH2:12][CH2:13][NH:8][CH2:9][CH2:10]4)[CH:30]=[CH:29][C:18]=3[CH2:19][CH2:20]2)[CH2:28][CH2:27][CH2:26][CH2:25]1. Reported procedure: 4-(3-Cyclopentyl-2,3,4,5-tetrahydro-1H-benzo[d]azepin-7-yloxy)-piperidine-1-carboxylic acid-tert-butyl ester (E5a) (593 mg, 1.43 mmol) was dissolved in dichloromethane (5 ml) and treated with trifluoroacetic acid (3 ml). The solution was stirred at room temperature for 1 hour, concentrated in vacuo and applied to a SCX ion exchange cartridge (Varian bond-elute, 5 g) and washed with methanol and then a mixture of 0.880 ammonia:methanol (1:9). The combined basic fractions were concentrated in vacu...